Dataset: the Open Reaction Database (ORD), a public repository of structured organic reaction records. Task: describe an organic reaction: reactants, conditions, products, and yield Reactants: CC(=O)O[BH-](OC(C)=O)OC(C)=O, COC1CCC(=O)CC1, CC(=O)O, COCC1OC(n2cnc3c(NCC(c4ccccc4)c4ccccc4)nc(CN)nc32)C(O)C1O, [Na+], C1CCOC1. Product: COCC1OC(n2cnc3c(NCC(c4ccccc4)c4ccccc4)nc(CNC4CCC(OC)CC4)nc32)C(O)C1O. RXN SMILES: [C:37]([O:38][BH-:39]([O:40][C:41](=[O:42])[CH3:43])[O:44][C:45](=[O:46])[CH3:47])(=[O:48])[CH3:49].[CH3:51][O:52][CH:53]1[CH2:54][CH2:55][C:56](=[O:59])[CH2:57][CH2:58]1.[CH3:60][C:61](=[O:62])[OH:63].[NH2:1][CH2:2][c:3]1[n:4][c:5]([NH:22][CH2:23][CH:24]([c:25]2[cH:26][cH:27][cH:28][cH:29][cH:30]2)[c:31]2[cH:32][cH:33][cH:34][cH:35][cH:36]2)[c:6]2[n:7][cH:8][n:9]([CH:12]3[O:13][CH:14]([CH2:19][O:20][CH3:21])[CH:15]([OH:18])[CH:16]3[OH:17])[c:10]2[n:11]1.[Na+:50].[O:64]1[CH2:65][CH2:66][CH2:67][CH2:68]1>>[NH:1]([CH2:2][c:3]1[n:4][c:5]([NH:22][CH2:23][CH:24]([c:25]2[cH:26][cH:27][cH:28][cH:29][cH:30]2)[c:31]2[cH:32][cH:33][cH:34][cH:35][cH:36]2)[c:6]2[n:7][cH:8][n:9]([CH:12]3[O:13][CH:14]([CH2:19][O:20][CH3:21])[CH:15]([OH:18])[CH:16]3[OH:17])[c:10]2[n:11]1)[CH:56]1[CH2:55][CH2:54][CH:53]([O:52][CH3:51])[CH2:58][CH2:57]1. Reactants: [BH4-], CC(=O)O, C1CCOC1, CO, COC(=O)C(=O)c1c2n(c3ccccc13)CC(N(C)S(=O)(=O)c1ccc(F)cc1)CC2, [Na+]. Yields the product COC(=O)Cc1c2n(c3ccccc13)CC(N(C)S(=O)(=O)c1ccc(F)cc1)CC2. RXN SMILES: [BH4-:32].[C:34]([OH:35])(=[O:36])[CH3:37].[CH2:40]1[O:41][CH2:42][CH2:43][CH2:44]1.[CH3:38][OH:39].[F:1][c:2]1[cH:3][cH:4][c:5]([S:8](=[O:9])(=[O:10])[N:11]([CH:12]2[CH2:13][CH2:14][c:15]3[n:16]([c:17]4[cH:18][cH:19][cH:20][cH:21][c:22]4[c:23]3[C:24]([C:25](=[O:26])[O:27][CH3:28])=[O:29])[CH2:30]2)[CH3:31])[cH:6][cH:7]1.[Na+:33]>>[F:1][c:2]1[cH:3][cH:4][c:5]([S:8](=[O:9])(=[O:10])[N:11]([CH:12]2[CH2:13][CH2:14][c:15]3[n:16]([c:17]4[cH:18][cH:19][cH:20][cH:21][c:22]4[c:23]3[CH2:24][C:25](=[O:26])[O:27][CH3:28])[CH2:30]2)[CH3:31])[cH:6][cH:7]1.